describe an organic reaction: reactants, conditions, products, and yield From a dataset of the Open Reaction Database (ORD), a public repository of structured organic reaction records. Starting materials: Cc1nc(C(=O)N2CCOC3(CCN(CCc4ccc(CCO[Si](C)(C)C(C)(C)C)cc4)CC3)C2)cs1, CO, Cl. Product: Cc1nc(C(=O)N2CCOC3(CCN(CCc4ccc(CCO)cc4)CC3)C2)cs1. As a reaction SMILES: [C:2]([Si:3]([CH3:4])([CH3:5])[O:7][CH2:8][CH2:9][c:10]1[cH:11][cH:12][c:13]([CH2:14][CH2:15][N:16]2[CH2:17][CH2:18][C:19]3([CH2:20][N:21]([C:25](=[O:26])[c:27]4[n:28][c:29]([CH3:32])[s:30][cH:31]4)[CH2:22][CH2:23][O:24]3)[CH2:33][CH2:34]2)[cH:35][cH:36]1)([CH3:6])([CH3:37])[CH3:38].[CH3:39][OH:40].[ClH:1]>>[OH:7][CH2:8][CH2:9][c:10]1[cH:11][cH:12][c:13]([CH2:14][CH2:15][N:16]2[CH2:17][CH2:18][C:19]3([CH2:20][N:21]([C:25](=[O:26])[c:27]4[n:28][c:29]([CH3:32])[s:30][cH:31]4)[CH2:22][CH2:23][O:24]3)[CH2:33][CH2:34]2)[cH:35][cH:36]1. Yield: 87.8%. As a reaction SMILES: [Cl:1]N1C(=O)CCC1=O.[O:9]([CH2:16][C:17]1[CH:26]=[C:20]2[C:21](=[O:25])[NH:22][CH2:23][CH2:24][N:19]2[N:18]=1)[C:10]1[CH:15]=[CH:14][CH:13]=[CH:12][CH:11]=1>C(Cl)(Cl)Cl>[Cl:1][C:13]1[CH:12]=[CH:11][C:10]([O:9][CH2:16][C:17]2[CH:26]=[C:20]3[C:21](=[O:25])[NH:22][CH2:23][CH2:24][N:19]3[N:18]=2)=[CH:15][CH:14]=1. The product is ClC1=CC=C(OCC2=NN3C(C(NCC3)=O)=C2)C=C1 (2-(4-chloro-phenoxymethyl)-6,7-dihydro-5H-pyrazolo[1,5-a]pyrazin-4-one). Run at temperature 80 celsius, time 20 hour. Procedure: N-chlorosuccinimide (61 mg, 0.45 mmol) was added to a solution of 2-phenoxymethyl-6,7-dihydro-5H-pyrazolo[1,5-a]pyrazin-4-one (0.1 g, 0.41 mmol) in CHCl3 (3 mL) and the mixture was stirred at 80° C. for 20 hours. Then the solvent was evaporated in vacuo and the crude product was purified by flash column chromatography (silica; MeOH in DCM 0/100 to 10/90). The desired fractions were collected and the solvents evaporated in vacuo to yield 2-(4-chloro-phenoxymethyl)-6,7-dihydro-5H-pyrazolo[1,5-a]py... Run in C(Cl)(Cl)Cl (CHCl3). Starting materials: ClN1C(CCC1=O)=O (N-chlorosuccinimide), O(C1=CC=CC=C1)CC1=NN2C(C(NCC2)=O)=C1 (2-phenoxymethyl-6,7-dihydro-5H-pyrazolo[1,5-a]pyrazin-4-one). Reactants: C(=O)C=1C=C(C=CC1)CC(=O)OC (methyl 2-(3-formylphenyl)acetate), [BH4-].[Na+] (sodium borohydride), [BH4-].[Na+] (sodium borohydride), NCCCC=1C(=NC(=NC1C)N)NCCCCC (5-(3-Aminopropyl)-6-methyl-N4-pentylpyrimidine-2,4-diamine), [BH4-].[Na+] (sodium borohydride), C([O-])(O)=O.[Na+] (sodium bicarbonate). Solvent: CO (MeOH), C(C)(=O)O (acetic acid), C1CCOC1 (THF). Run at time 72 hour. The product is NC1=NC(=C(C(=N1)C)CCCNCC=1C=C(C=CC1)CC(=O)OC)NCCCCC (Methyl 2-(3-((3-(2-Amino-4-methyl-6-(pentylamino)pyrimidin-5-yl)propylamino)methyl)phenyl)acetate). RXN SMILES: [NH2:1][CH2:2][CH2:3][CH2:4][C:5]1[C:6]([NH:13][CH2:14][CH2:15][CH2:16][CH2:17][CH3:18])=[N:7][C:8]([NH2:12])=[N:9][C:10]=1[CH3:11].[CH:19]([C:21]1[CH:22]=[C:23]([CH2:27][C:28]([O:30][CH3:31])=[O:29])[CH:24]=[CH:25][CH:26]=1)=O.[BH4-].[Na+].C(=O)(O)[O-].[Na+]>C1COCC1.CO.C(O)(=O)C>[NH2:12][C:8]1[N:9]=[C:10]([CH3:11])[C:5]([CH2:4][CH2:3][CH2:2][NH:1][CH2:19][C:21]2[CH:22]=[C:23]([CH2:27][C:28]([O:30][CH3:31])=[O:29])[CH:24]=[CH:25][CH:26]=2)=[C:6]([NH:13][CH2:14][CH2:15][CH2:16][CH2:17][CH3:18])[N:7]=1 |f:2.3,4.5|. Reported procedure: The product from step (v) (Ig) was dissolved in THF (30 mL) then acetic acid (0.239 g, 0.23 ml) and methyl 2-(3-formylphenyl)acetate (0.709 g) were added followed by MeOH (0.5 mL). The reaction mixture was stirred at rt for 72 h then sodium borohydride (0.1506 g) was added. After 2 h a further portion of sodium borohydride (0.0452 g) was added and the reaction mixture stirred for 16 h. A further portion of sodium borohydride (0.1506 g) was added and stirred for 2 h. The reaction mixture was pour... Reactants: ClCCCC(C)=O (5-chloropentan-2-one), C(Cl)Cl (methylene chloride), [OH-].[K+] (potassium hydroxide), BrBr (bromine), C(Cl)Cl (methylene chloride), C1(=CC=CC=C1)S (thiophenol). Solvent: CO (methanol). Conditions: time 4 hour. Yields the product C1(=CC=CC=C1)C1(C(C1)S)C(=O)C (methyl 1-phenyl-mercaptocyclopropyl ketone). Yield: 48.0%. As a reaction SMILES: BrBr.Cl[CH2:4][CH2:5][CH2:6][C:7](=O)[CH3:8].[C:10]1([SH:16])[CH:15]=[CH:14][CH:13]=[CH:12]C=1.[OH-:17].[K+].[CH2:19](Cl)Cl>CO>[C:8]1([C:14]2([C:13]([CH3:12])=[O:17])[CH2:15][CH:10]2[SH:16])[CH:19]=[CH:4][CH:5]=[CH:6][CH:7]=1 |f:3.4|. Procedure: A solution of 134 g (0.83 mol) of bromine in 130 ml of methylene chloride is added dropwise at 10° C. with stirring to a solution of 100 g (0.83 mol) of 5-chloropentan-2-one in 400 ml of methylene chloride. The reaction mixture is stirred for a further hour at room temperature, then washed using water and dilute aqueous sodium carbonate solution and dried over sodium sulphate. The mixture is concentrated by stripping off the solvent under reduced pressure, the residue is taken up in 200 ml of me... Reactants: ONC(C1=C(C=C(C=C1)OC)OC)=N (N-hydroxy-2,4-dimethoxy-benzamidine), CC1([C@@H]2[C@H]1CC1=C(SC(=C21)C)C(=O)O)C ((1aS,5aR)-1,1,2-trimethyl-1,1a,5,5a-tetrahydro-3-thia-cyclopropa[a]pentalene-4-carboxylic acid), CN(C)C(=[N+](C)C)ON1C2=C(C=CC=C2)N=N1.[B-](F)(F)(F)F (TBTU), CCN(C(C)C)C(C)C (DIPEA). The solvent is CN(C)C=O (DMF). Run at time 45 minute. Yields the product COC1=C(C=CC(=C1)OC)C1=NOC(=N1)C1=C2C[C@@H]3[C@H](C2=C(S1)C)C3(C)C (3-(2,4-dimethoxy-phenyl)-5-((1aS,5aR)-1,1,2-trimethyl-1,1a,5,5a-tetrahydro-3-thia-cyclopropa[a]pentalen-4-yl)-[1,2,4]oxadiazole). The yield is 9.9%. RXN SMILES: [OH:1][NH:2][C:3](=[NH:14])[C:4]1[CH:9]=[CH:8][C:7]([O:10][CH3:11])=[CH:6][C:5]=1[O:12][CH3:13].[CH3:15][C:16]1([CH3:29])[C@@H:18]2[CH2:19][C:20]3[C:24]([C@H:17]12)=[C:23]([CH3:25])[S:22][C:21]=3[C:26](O)=O.CN(C(ON1N=NC2C=CC=CC1=2)=[N+](C)C)C.[B-](F)(F)(F)F.CCN(C(C)C)C(C)C>CN(C=O)C>[CH3:13][O:12][C:5]1[CH:6]=[C:7]([O:10][CH3:11])[CH:8]=[CH:9][C:4]=1[C:3]1[N:14]=[C:26]([C:21]2[S:22][C:23]([CH3:25])=[C:24]3[C:20]=2[CH2:19][C@H:18]2[C:16]([CH3:29])([CH3:15])[C@H:17]23)[O:1][N:2]=1 |f:2.3|. Procedure details: A mixture of N-hydroxy-2,4-dimethoxy-benzamidine (98 mg, 0.50 mmol), (1aS,5aR)-1,1,2-trimethyl-1,1a,5,5a-tetrahydro-3-thia-cyclopropa[a]pentalene-4-carboxylic acid (111 mg, 0.50 mmol), TBTU (178 mg, 0.55 mmol) and DIPEA (646 mg, 5 mmol) in DMF (4 mL) is stirred at rt for 45 min, then at 110° C. for 1 h. The reaction mixture is directly subjected to prep. HPLC purification (Phenomenex Aqua 75×30 mm, gradient with acetonitrile/water containing 0.5% formic acid) to give 3-(2,4-dimethoxy-phenyl)-5-(... The reactants are [H-].[Na+] (Sodium hydride), C(C1=CC=CC=C1)Br (benzyl bromide), Cl.C1N(CCC2=CC=CC=C12)C=1N=CC=C2C1NC(=C2C)C (7-(1,2,3,4-tetrahydroisoquinolin-2-yl)-2,3-dimethyl-1H-pyrrolo[2,3-c]pyridine hydrochloride). Solvent: O1CCCC1 (tetrahydrofuran). Conditions: time 12 hour. Product: Cl.C(C1=CC=CC=C1)N1C(=C(C=2C1=C(N=CC2)N2CC1=CC=CC=C1CC2)C)C (1-benzyl-7-(1,2,3,4-tetrahydroisoquinolin-2-yl)-2,3-dimethyl-1H-pyrrolo[2,3-c]pyridine hydrochloride). Yield: 17.6%. Reaction SMILES: [H-].[Na+].[CH2:3](Br)[C:4]1[CH:9]=[CH:8][CH:7]=[CH:6][CH:5]=1.[ClH:11].[CH2:12]1[C:21]2[C:16](=[CH:17][CH:18]=[CH:19][CH:20]=2)[CH2:15][CH2:14][N:13]1[C:22]1[N:23]=[CH:24][CH:25]=[C:26]2[C:30]([CH3:31])=[C:29]([CH3:32])[NH:28][C:27]=12>O1CCCC1>[ClH:11].[CH2:3]([N:28]1[C:27]2=[C:22]([N:13]3[CH2:14][CH2:15][C:16]4[C:21](=[CH:20][CH:19]=[CH:18][CH:17]=4)[CH2:12]3)[N:23]=[CH:24][CH:25]=[C:26]2[C:30]([CH3:31])=[C:29]1[CH3:32])[C:4]1[CH:9]=[CH:8][CH:7]=[CH:6][CH:5]=1 |f:0.1,3.4,6.7|. Reported procedure: Sodium hydride (60%; 40 mg, 0.999 mmol) and benzyl bromide (0.475 ml, 0.399 mmol) were added at 0° C. to a solution of 7-(1,2,3,4-tetrahydroisoquinolin-2-yl)-2,3-dimethyl-1H-pyrrolo[2,3-c]pyridine hydrochloride (92,3 mg, 0.333 mmol) prepared in Example 468 in anhydrous tetrahydrofuran (10 ml). The reaction mixture was stirred for 12 hours at room temperature and ice was added thereto. The reaction mixture was extracted with ethyl acetate. The separated organic layer was dried on anhydrous magnes... The reactants are Cc1[nH]c(C(=O)NC2CCN(c3cc(C(=O)O)nc(N4CCNCC4)n3)CC2)c(Cl)c1Cl, Cl, CON. The product is CONC(=O)c1cc(N2CCC(NC(=O)c3[nH]c(C)c(Cl)c3Cl)CC2)nc(N2CCNCC2)n1. As a reaction SMILES: [Cl:1][c:2]1[c:3]([C:9](=[O:10])[NH:11][CH:12]2[CH2:13][CH2:14][N:15]([c:18]3[cH:19][c:20]([C:30](=[O:31])[OH:32])[n:21][c:22]([N:24]4[CH2:25][CH2:26][NH:27][CH2:28][CH2:29]4)[n:23]3)[CH2:16][CH2:17]2)[nH:4][c:5]([CH3:8])[c:6]1[Cl:7].[ClH:33].[O:34]([CH3:35])[NH2:36]>>[Cl:1][c:2]1[c:3]([C:9](=[O:10])[NH:11][CH:12]2[CH2:13][CH2:14][N:15]([c:18]3[cH:19][c:20]([C:30](=[O:31])[NH:36][O:34][CH3:35])[n:21][c:22]([N:24]4[CH2:25][CH2:26][NH:27][CH2:28][CH2:29]4)[n:23]3)[CH2:16][CH2:17]2)[nH:4][c:5]([CH3:8])[c:6]1[Cl:7]. The reactants are CC=1C=C(C(=O)O)C=CC1C (3,4-Dimethylbenzoic acid), CN(C)C(=[N+](C)C)ON1C2=C(C=CC=C2)N=N1.[B-](F)(F)(F)F (TBTU), FC1(CN(CC1)C[C@H](C(C)C)N)F ((S)-1-(3,3-difluoropyrrolidin-1-yl)-3-methylbutan-2-amine), FC1(CN(CC1)C[C@H](C(C)C)N)F ((S)-1-(3,3-difluoropyrrolidin-1-yl)-3-methylbutan-2-amine), CN1CCOCC1 (NMM), resultant mixture. The solvent is CN(C)C=O (DMF). Run at temperature 0 celsius, time 10 minute. Yields the product FC1(CN(CC1)C[C@H](C(C)C)NC(C1=CC(=C(C=C1)C)C)=O)F ((S)—N-(1-(3,3-Difluoropyrrolidin-1-yl)-3-methylbutan-2-yl)-3,4-dimethylbenzamide). The yield is 50.7%. As a reaction SMILES: [CH3:1][C:2]1[CH:3]=[C:4]([CH:8]=[CH:9][C:10]=1[CH3:11])[C:5]([OH:7])=O.CN(C(ON1N=NC2C=CC=CC1=2)=[N+](C)C)C.[B-](F)(F)(F)F.CN1CCOCC1.[F:41][C:42]1([F:53])[CH2:46][CH2:45][N:44]([CH2:47][C@@H:48]([NH2:52])[CH:49]([CH3:51])[CH3:50])[CH2:43]1>CN(C=O)C>[F:53][C:42]1([F:41])[CH2:46][CH2:45][N:44]([CH2:47][C@@H:48]([NH:52][C:5](=[O:7])[C:4]2[CH:8]=[CH:9][C:10]([CH3:11])=[C:2]([CH3:1])[CH:3]=2)[CH:49]([CH3:50])[CH3:51])[CH2:43]1 |f:1.2|. Reported procedure: 3,4-Dimethylbenzoic acid (130 mg, 0.87 mmol) and TBTU (279 mg, 0.87 mmol) was mixed in DMF (1.5 mL). The mixture was cooled to 0° C. and NMM (0.287 mL, 2.61 mmol) was dropwise added. After 10 min at 0° C. was (S)-1-(3,3-difluoropyrrolidin-1-yl)-3-methylbutan-2-amine (Compound O) (167 mg, 0.87 mmol) added. The resultant mixture was stirred at rt over night. The mixture was concentrated and the residue dissolved in DCM (5 mL). The organic phase was washed with HCl (1M aq. solution, 5 mL), NaHCO3 (... Starting materials: FC1=C(C=CC(=C1)F)[C@]1(OC1)[C@H](C)O ((1S)-1-[(2R)-2-(2,4-difluorophenyl)-2-oxiranyl]ethanol), FC(C1=CC=C(C=C1)N1N=NNC1=O)(F)F (1-(4-trifluoromethylphenyl)-5(1H,4H)-tetrazolone), FC1=C(C=CC(=C1)F)[C@]1([C@@H](C)N2N=NN(C2=O)C2=CC=C(C=C2)C(F)(F)F)CO1 (1-[(1R,2S)-2-(2,4-difluorophenyl)-2,3-epoxy-1-methylpropyl]-4-(4-trifluoromethylphenyl)-5-(1H,4H)-tetrazolone). The product is FC1=C(C=CC(=C1)F)[C@]1(OC1)[C@@H](C)OC1=NN=NN1C1=CC=C(C=C1)C(F)(F)F ((2R)-2-(2,4-difluorophenyl)-2-[(1R)-1-[1-(4-trifluoromethylphenyl)-1H-tetrazol-5-yloxy]ethyl]oxirane). Isolated yield 7.2%. Reaction SMILES: [F:1][C:2]1[CH:7]=[C:6]([F:8])[CH:5]=[CH:4][C:3]=1[C@:9]1([C@@H:12]([OH:14])[CH3:13])[CH2:11][O:10]1.[F:15][C:16]([F:30])([F:29])[C:17]1[CH:22]=[CH:21][C:20]([N:23]2[C:27](=O)[NH:26][N:25]=[N:24]2)=[CH:19][CH:18]=1.FC1C=C(F)C=CC=1[C@]1(OC1)[C@H](N1C(=O)N(C2C=CC(C(F)(F)F)=CC=2)N=N1)C>>[F:1][C:2]1[CH:7]=[C:6]([F:8])[CH:5]=[CH:4][C:3]=1[C@:9]1([C@H:12]([O:14][C:27]2[N:23]([C:20]3[CH:19]=[CH:18][C:17]([C:16]([F:15])([F:29])[F:30])=[CH:22][CH:21]=3)[N:24]=[N:25][N:26]=2)[CH3:13])[CH2:11][O:10]1. Reported procedure: In the same manner as in Reference Example 5, starting from 1.41 g of (1S)-1-[(2R)-2-(2,4-difluorophenyl)-2-oxiranyl]ethanol and 1.30 g of 1-(4-trifluoromethylphenyl)-5(1H,4H)-tetrazolone, 1-[(1R,2S)-2-(2,4-difluorophenyl)-2,3-epoxy-1-methylpropyl]-4-(4-trifluoromethylphenyl)-5-(1H,4H)-tetrazolone (1.38 g) and 0.168 g of (2R)-2-(2,4-difluorophenyl)-2-[(1R)-1-[1-(4-trifluoromethylphenyl)-1H-tetrazol-5-yloxy]ethyl]oxirane were obtained.